From a dataset of the Open Reaction Database (ORD), a public repository of structured organic reaction records. describe an organic reaction: reactants, conditions, products, and yield The reactants are OCCNC1=C(C=C(C(=O)O)C=C1)[N+](=O)[O-] (4-(2-Hydroxyethylamino)-3-nitrobenzoic acid). The reagents and catalysts are [Pd] (palladium on carbon). Run in CCOC(=O)C.CO (AcOEt MeOH). Product: NC=1C=C(C(=O)O)C=CC1NCCO (3-Amino-4-(2-hydroxyethylamino)benzoic acid). The yield is 101.9%. As a reaction SMILES: [OH:1][CH2:2][CH2:3][NH:4][C:5]1[CH:13]=[CH:12][C:8]([C:9]([OH:11])=[O:10])=[CH:7][C:6]=1[N+:14]([O-])=O>CCOC(C)=O.CO.[Pd]>[NH2:14][C:6]1[CH:7]=[C:8]([CH:12]=[CH:13][C:5]=1[NH:4][CH2:3][CH2:2][OH:1])[C:9]([OH:11])=[O:10] |f:1.2|. Procedure: A solution of intermediate 156 (1.33 g, 5.9 mmol) in AcOEt/MeOH was stirred under H2 in the presence of 10% palladium on carbon for 18 h, filtered through Celite®, concentrated and then triturated with DCM to give compound 157 (1.18 g, >99% yield).